This data is from the Open Reaction Database (ORD), a public repository of structured organic reaction records. The task is: describe an organic reaction: reactants, conditions, products, and yield The reactants are BrCc1ccccc1, CCOC(=O)C(C)(Cc1ccccc1)Oc1ccc(-c2ccc(-c3c(Cc4ccccc4)oc4ccccc34)cc2)cc1, C[Si](C)(C)[N-][Si](C)(C)C, Cl, [Li+], C1CCOC1, O. The product is CC(Cc1ccccc1)(Oc1ccc(-c2ccc(-c3c(Cc4ccccc4)oc4ccccc34)cc2)cc1)C(=O)O. RXN SMILES: [Br:54][CH2:55][c:56]1[cH:57][cH:58][cH:59][cH:60][cH:61]1.[CH2:11]([CH3:12])[O:13][C:14]([C:15]([CH2:16][c:17]1[cH:18][cH:19][cH:20][cH:21][cH:22]1)([CH3:23])[O:24][c:25]1[cH:26][cH:27][c:28](-[c:31]2[cH:32][cH:33][c:34](-[c:37]3[c:38]([CH2:46][c:47]4[cH:48][cH:49][cH:50][cH:51][cH:52]4)[o:39][c:40]4[c:41]3[cH:42][cH:43][cH:44][cH:45]4)[cH:35][cH:36]2)[cH:29][cH:30]1)=[O:53].[CH3:1][Si:2]([N-:3][Si:4]([CH3:5])([CH3:6])[CH3:7])([CH3:8])[CH3:9].[ClH:62].[Li+:10].[O:64]1[CH2:65][CH2:66][CH2:67][CH2:68]1.[OH2:63]>>[O:13]=[C:14]([C:15]([CH2:16][c:17]1[cH:18][cH:19][cH:20][cH:21][cH:22]1)([CH3:23])[O:24][c:25]1[cH:26][cH:27][c:28](-[c:31]2[cH:32][cH:33][c:34](-[c:37]3[c:38]([CH2:46][c:47]4[cH:48][cH:49][cH:50][cH:51][cH:52]4)[o:39][c:40]4[c:41]3[cH:42][cH:43][cH:44][cH:45]4)[cH:35][cH:36]2)[cH:29][cH:30]1)[OH:53]. Starting materials: O[C@H]1[C@@H](CCC1)OC1=NC(=NC2=CC=CC=C12)N1CCNCC1 (4-[trans-(2-hydroxycyclopentan-1-yl)oxy]-2-(1-piperazinyl)quinazoline), CC(=O)C (acetone). Product: C(C)(=O)O.O[C@H]1[C@@H](CCC1)OC1=NC(=NC2=CC=CC=C12)N1CCNCC1 (4-[trans-(2-hydroxycyclopentan-1-yl)oxy]-2-(1-piperazinyl)quinazoline monoacetate). Reaction SMILES: [OH:1][C@@H:2]1[CH2:6][CH2:5][CH2:4][C@H:3]1[O:7][C:8]1[C:17]2[C:12](=[CH:13][CH:14]=[CH:15][CH:16]=2)[N:11]=[C:10]([N:18]2[CH2:23][CH2:22][NH:21][CH2:20][CH2:19]2)[N:9]=1.CC(C)=[O:26]>>[C:8]([OH:26])(=[O:7])[CH3:17].[OH:1][C@@H:2]1[CH2:6][CH2:5][CH2:4][C@H:3]1[O:7][C:8]1[C:17]2[C:12](=[CH:13][CH:14]=[CH:15][CH:16]=2)[N:11]=[C:10]([N:18]2[CH2:19][CH2:20][NH:21][CH2:22][CH2:23]2)[N:9]=1 |f:2.3|. Procedure: 4-[trans-(2-Hydroxycyclopentan-1-yl)oxy]-2-(1-piperazinyl)quinazoline (cf. Example 1) (2.70 g) is dissolved in acetone (55 ml) with heating, and the solution is filtered, and to the filtrate is added acetic acid (0.52 ml), and the mixture is allowed to stand at room temperature. The precipitated crystals are separated by filtration to give 4-[trans-(2-hydroxycyclopentan-1-yl)oxy]-2-(1-piperazinyl)quinazoline monoacetate (3.00 g) as crystals.